From a dataset of the Open Reaction Database (ORD), a public repository of structured organic reaction records. describe an organic reaction: reactants, conditions, products, and yield Starting materials: BrC1CC1, O=C([O-])[O-], CCOC(C)=O, CN(C)C=O, [Cs+], [Cs+], CCCc1nc(C)n(-c2ccc(O)c(F)c2)c(=O)c1Cc1ccc(-c2ccccc2C#N)cc1, O. The product is CCCc1nc(C)n(-c2ccc(OC3CC3)c(F)c2)c(=O)c1Cc1ccc(-c2ccccc2C#N)cc1. RXN SMILES: [Br:35][CH:36]1[CH2:37][CH2:38]1.[C:39](=[O:40])([O-:41])[O-:42].[CH3:45][CH2:46][O:47][C:48](=[O:49])[CH3:50].[CH3:51][N:52]([CH3:53])[CH:54]=[O:55].[Cs+:43].[Cs+:44].[F:1][c:2]1[cH:3][c:4](-[n:9]2[c:10]([CH3:34])[n:11][c:12]([CH2:31][CH2:32][CH3:33])[c:13]([CH2:16][c:17]3[cH:18][cH:19][c:20](-[c:23]4[c:24]([C:29]#[N:30])[cH:25][cH:26][cH:27][cH:28]4)[cH:21][cH:22]3)[c:14]2=[O:15])[cH:5][cH:6][c:7]1[OH:8].[OH2:56]>>[F:1][c:2]1[cH:3][c:4](-[n:9]2[c:10]([CH3:34])[n:11][c:12]([CH2:31][CH2:32][CH3:33])[c:13]([CH2:16][c:17]3[cH:18][cH:19][c:20](-[c:23]4[c:24]([C:29]#[N:30])[cH:25][cH:26][cH:27][cH:28]4)[cH:21][cH:22]3)[c:14]2=[O:15])[cH:5][cH:6][c:7]1[O:8][CH:36]1[CH2:37][CH2:38]1. Reactants: CC1(C=2C=C3C=CC(=CC3=CC2C(CC1)(C)C)C=1SC=C(C1)C(=O)OCC)C (ethyl 2-(5,6,7,8-tetrahydro-5,5,8,8-tetramethyl-2-anthryl)-4-thiophenecarboxylate), [OH-].[Na+] (sodium hydroxide). Reported procedure: 6.3 g (16 mmol) of the ester prepared in Example 1 and 100 ml of a 2N methanolic sodium hydroxide solution were introduced into a round-bottomed flask and the mixture was heated at reflux for one hour. The reaction medium was evaporated to dryness, the residue taken up in water, acidified to pH 1 with concentrated hydrochloric acid and the solids filtered. The product obtained was recrystallized from an ethyl alcohol/water mixture and 4.5 g (77%) of the expected acid of melting point 223°-225° C... RXN SMILES: [CH3:1][C:2]1([CH3:28])[CH2:15][CH2:14][C:13]([CH3:17])([CH3:16])[C:12]2[CH:11]=[C:10]3[C:5]([CH:6]=[CH:7][C:8]([C:18]4[S:19][CH:20]=[C:21]([C:23]([O:25]CC)=[O:24])[CH:22]=4)=[CH:9]3)=[CH:4][C:3]1=2.[OH-].[Na+]>>[CH3:1][C:2]1([CH3:28])[CH2:15][CH2:14][C:13]([CH3:16])([CH3:17])[C:12]2[CH:11]=[C:10]3[C:5]([CH:6]=[CH:7][C:8]([C:18]4[S:19][CH:20]=[C:21]([C:23]([OH:25])=[O:24])[CH:22]=4)=[CH:9]3)=[CH:4][C:3]1=2 |f:1.2|. Product: CC1(C=2C=C3C=CC(=CC3=CC2C(CC1)(C)C)C=1SC=C(C1)C(=O)O)C (2-(5,6,7,8-tetrahydro-5,5,8,8-tetramethyl-2-anthryl)-4-thiophenecarboxylic acid). Starting materials: C(C)(C)(C)OC(=O)NC=1NC=C(N1)C1=CC=C(C(=O)O)C=C1 (4(2-t-butyloxycarbonylaminoimidazol-4-yl)benzoic acid), BrC=1C=C2C=CC(=CC2=CC1)S(=O)(=O)N1CCNCC1 (1-(6-bromonaphth-2-ylsulphonyl)piperazine). Run in C(C)O (ethanol). Yields the product BrC=1C=C2C=CC(=CC2=CC1)S(=O)(=O)N1CCN(CC1)C(C1=CC=C(C=C1)C=1N=C(NC1)NC(=O)OC(C)(C)C)=O (1-(6-bromonaphth-2-ylsulphonyl)-4-[4-(2-t-butyloxycarbonylaminoimidazol-4-yl)benzoyl]piperazine). As a reaction SMILES: [C:1]([O:5][C:6]([NH:8][C:9]1[NH:10][CH:11]=[C:12]([C:14]2[CH:22]=[CH:21][C:17]([C:18]([OH:20])=O)=[CH:16][CH:15]=2)[N:13]=1)=[O:7])([CH3:4])([CH3:3])[CH3:2].[Br:23][C:24]1[CH:25]=[C:26]2[C:31](=[CH:32][CH:33]=1)[CH:30]=[C:29]([S:34]([N:37]1[CH2:42][CH2:41][NH:40][CH2:39][CH2:38]1)(=[O:36])=[O:35])[CH:28]=[CH:27]2>C(O)C>[Br:23][C:24]1[CH:25]=[C:26]2[C:31](=[CH:32][CH:33]=1)[CH:30]=[C:29]([S:34]([N:37]1[CH2:38][CH2:39][N:40]([C:18](=[O:20])[C:17]3[CH:21]=[CH:22][C:14]([C:12]4[N:13]=[C:9]([NH:8][C:6]([O:5][C:1]([CH3:2])([CH3:4])[CH3:3])=[O:7])[NH:10][CH:11]=4)=[CH:15][CH:16]=3)[CH2:41][CH2:42]1)(=[O:35])=[O:36])[CH:28]=[CH:27]2. Procedure details: The requisite 1-(6-bromonaphth-2-ylsulphonyl)-4-[4-(2-t-butyloxycarbonylaminoimidazol-4-yl)benzoyl]piperazine starting material was prepared by a coupling method exactly analogous to that described in Example 1, starting from 4(2-t-butyloxycarbonylaminoimidazol-4-yl)benzoic acid and 1-(6-bromonaphth-2-ylsulphonyl)piperazine, to give 1-(6-bromonaphth-2-ylsulphonyl)-4-[4-(2-t-butyloxycarbonylaminoimidazol-4-yl)benzoyl]piperazine as a colourless solid (after trituration with hot ethanol) (248 mg, 4... Reactants: 1d, COC(COC1=C2C(C(=C(NC2=C(C=C1)Cl)CC)CC1=CC=C(C=C1)N1N=CC=C1)=O)=O ([8-chloro-2-ethyl-4-oxo-3-(4-pyrazol-1-ylbenzyl)-1,4-dihydroquinolin-5-yloxy]acetic acid methyl ester), ClC(F)(F)OC(C)=O (acetic acid chlorodifluoromethyl ester). Product: COC(COC1=C2C(=C(C(=NC2=C(C=C1)Cl)CC)CC1=CC=C(C=C1)N1N=CC=C1)OC(F)F)=O ([8-chloro-4-difluoromethoxy-2-ethyl-3-(4-pyrazol-1-ylbenzyl)quinolin-5-yloxy]acetic acid methyl ester). Reaction SMILES: [CH3:1][O:2][C:3](=[O:32])[CH2:4][O:5][C:6]1[CH:15]=[CH:14][C:13]([Cl:16])=[C:12]2[C:7]=1[C:8](=[O:31])[C:9]([CH2:19][C:20]1[CH:25]=[CH:24][C:23]([N:26]3[CH:30]=[CH:29][CH:28]=[N:27]3)=[CH:22][CH:21]=1)=[C:10]([CH2:17][CH3:18])[NH:11]2.Cl[C:34](OC(=O)C)([F:36])[F:35]>>[CH3:1][O:2][C:3](=[O:32])[CH2:4][O:5][C:6]1[CH:15]=[CH:14][C:13]([Cl:16])=[C:12]2[C:7]=1[C:8]([O:31][CH:34]([F:36])[F:35])=[C:9]([CH2:19][C:20]1[CH:25]=[CH:24][C:23]([N:26]3[CH:30]=[CH:29][CH:28]=[N:27]3)=[CH:22][CH:21]=1)[C:10]([CH2:17][CH3:18])=[N:11]2. Procedure details: The title compound was prepared by the method of Preparation 1d using [8-chloro-2-ethyl-4-oxo-3-(4-pyrazol-1-ylbenzyl)-1,4-dihydroquinolin-5-yloxy]acetic acid methyl ester and acetic acid chlorodifluoromethyl ester. The reactants are CCOC(=O)N1c2ccc(C3=NC(C)(C)CO3)cc2C=CC1P(=O)(OC)OC, C1CCOC1, ICc1ccc(-c2ccccc2)cc1, O. The product is CCOC(=O)N1c2ccc(C3=NC(C)(C)CO3)cc2C(Cc2ccc(-c3ccccc3)cc2)=CC1P(=O)(OC)OC. As a reaction SMILES: [CH2:1]([CH3:2])[O:3][C:4](=[O:5])[N:6]1[CH:7]([P:23](=[O:24])([O:25][CH3:26])[O:27][CH3:28])[CH:8]=[CH:9][c:10]2[cH:11][c:12]([C:16]3=[N:20][C:19]([CH3:21])([CH3:22])[CH2:18][O:17]3)[cH:13][cH:14][c:15]21.[CH2:44]1[O:45][CH2:46][CH2:47][CH2:48]1.[I:29][CH2:30][c:31]1[cH:32][cH:33][c:34](-[c:37]2[cH:38][cH:39][cH:40][cH:41][cH:42]2)[cH:35][cH:36]1.[OH2:43]>>[CH2:1]([CH3:2])[O:3][C:4](=[O:5])[N:6]1[CH:7]([P:23](=[O:24])([O:25][CH3:26])[O:27][CH3:28])[CH:8]=[C:9]([CH2:30][c:31]2[cH:32][cH:33][c:34](-[c:37]3[cH:38][cH:39][cH:40][cH:41][cH:42]3)[cH:35][cH:36]2)[c:10]2[cH:11][c:12]([C:16]3=[N:20][C:19]([CH3:21])([CH3:22])[CH2:18][O:17]3)[cH:13][cH:14][c:15]21. Reactants: IC1=CC=C(C(=O)O)C=C1 (4-iodobenzoic acid), O=S(Cl)Cl (SOCl2), C(=O)(O)[O-].[Na+] (NaHCO3), N1(CCCC1)CCOC1=CC=C(C=C1)C1=CC2=C(S1)C=CC=C2 (2-[4-[2-(1-pyrrolidinyl)ethoxy]phenyl]benzo[b]thiophene). The reagents and catalysts are CN(C)C=O (DMF), Cl[Ti](Cl)(Cl)Cl (TiCl4). Solvent: ClCCCl (1,2-dichloroethane). Run at temperature 0 celsius, time 5.5 hour. Product: N1(CCCC1)CCOC1=CC=C(C=C1)C1=C(C2=C(S1)C=CC=C2)C(=O)C2=CC=C(C=C2)I (4-Iodophenyl 2-[4-[2-(1-Pyrrolidinyl)ethoxy]phenyl]benzo[b]thiophen-3-yl Ketone). Reaction SMILES: [I:1][C:2]1[CH:10]=[CH:9][C:5]([C:6]([OH:8])=O)=[CH:4][CH:3]=1.O=S(Cl)Cl.[N:15]1([CH2:20][CH2:21][O:22][C:23]2[CH:28]=[CH:27][C:26]([C:29]3[S:33][C:32]4[CH:34]=[CH:35][CH:36]=[CH:37][C:31]=4[CH:30]=3)=[CH:25][CH:24]=2)[CH2:19][CH2:18][CH2:17][CH2:16]1.C([O-])(O)=O.[Na+]>ClCCCl.CN(C=O)C.Cl[Ti](Cl)(Cl)Cl>[N:15]1([CH2:20][CH2:21][O:22][C:23]2[CH:28]=[CH:27][C:26]([C:29]3[S:33][C:32]4[CH:34]=[CH:35][CH:36]=[CH:37][C:31]=4[C:30]=3[C:6]([C:5]3[CH:4]=[CH:3][C:2]([I:1])=[CH:10][CH:9]=3)=[O:8])=[CH:25][CH:24]=2)[CH2:19][CH2:18][CH2:17][CH2:16]1 |f:3.4|. Reported procedure: A slurry of 4-iodobenzoic acid (7.67 g, 30.9 mmol) in 300 mL of 1,2-dichloroethane and 2 drops of DMF was treated with SOCl2 (11.3 mL, 154.6 mmol). The resulting mixture was heated at reflux overnight. The clear solution was evaporated in vacuo, then the solid residue was resuspended in 1,2-dichloroethane and reconcentrated. The crude acid chloride was dissolved in 300 mL of 1,2-dichloroethane, and 2-[4-[2-(1-pyrrolidinyl)ethoxy]phenyl]benzo[b]thiophene (5.0 g, 15.5 mmol) was added. The solution... Reaction SMILES: [Br:1][CH2:2][C:3]1[CH:8]=[CH:7][C:6]([C:9]2[C:13]3[CH:14]=[CH:15][CH:16]=[CH:17][C:12]=3[O:11][C:10]=2Br)=[CH:5][CH:4]=1.[N+:19]([O-:24])([N+]([O-])=O)=[O:20].C1CCC(C(O)=O)CC=1>C(O)(=O)C>[Br:1][CH2:2][C:3]1[CH:8]=[CH:7][C:6]([C:9]2[C:13]3[CH:14]=[CH:15][CH:16]=[CH:17][C:12]=3[O:11][C:10]=2[N+:19]([O-:24])=[O:20])=[CH:5][CH:4]=1. Reactants: BrCC1=CC=C(C=C1)C1=C(OC2=C1C=CC=C2)Br (3-(4'-bromomethyl phenyl)-2-bromobenzofuran), [N+](=O)([N+](=O)[O-])[O-] (dinitrogen tetraoxide), C1=CCC(CC1)C(=O)O (cyclohexene-4-carboxylic acid). Run in C(C)(=O)O (acetic acid). The product is BrCC1=CC=C(C=C1)C1=C(OC2=C1C=CC=C2)[N+](=O)[O-] (3-(4'bromomethyl phenyl)-2-nitrobenzofuran). Procedure: Starting with 3-(4'-bromomethyl phenyl)-2-bromobenzofuran, nitration with dinitrogen tetraoxide in acetic acid in the presence of cyclohexene-4-carboxylic acid provides 3-(4'bromomethyl phenyl)-2-nitrobenzofuran which is reacted according to the method of Example 1 with N,N'-dimethylaminoethylamine. The product obtained is 3-[4'-(N,N'-dimethylaminoethylaminomethyl)phenyl]-2-nitrobenzofuran having the structure ##STR35## The reactants are CC(=O)C1=C(C=CC=C1F)O (2-fluoro-6-hydroxyacetophenone), C(C1=CC=CC=C1)(=O)Cl (benzoyl chloride). The product is C1(=CC=CC=C1)C=1OC2=C(C(C1)=O)C(=CC=C2)F (2-phenyl-5-fluoro-4H-1-benzopyran-4-one). Reaction SMILES: [CH3:1][C:2]([C:4]1[C:9]([F:10])=[CH:8][CH:7]=[CH:6][C:5]=1[OH:11])=[O:3].[C:12](Cl)(=O)[C:13]1[CH:18]=[CH:17][CH:16]=[CH:15][CH:14]=1>>[C:13]1([C:12]2[O:11][C:5]3[CH:6]=[CH:7][CH:8]=[C:9]([F:10])[C:4]=3[C:2](=[O:3])[CH:1]=2)[CH:18]=[CH:17][CH:16]=[CH:15][CH:14]=1. Reported procedure: 4 is prepared from 2-fluoro-6-hydroxyacetophenone (see Example 6) and benzoyl chloride by the procedure of Example 1. The material is purified by flash chromatography (eluting with 25% ethyl acetate in hexane), yielding 4 with a melting point of 144°-145° C.